This data is from the Open Reaction Database (ORD), a public repository of structured organic reaction records. The task is: describe an organic reaction: reactants, conditions, products, and yield The reactants are C(C)OC(=O)C1=CC(C2=C(N1)C=CC(C(=C2)O)=O)=O (4,7-dihydro-4,7-dioxo-6-hydroxy-1H-cyclohepta[b]pyridine-2-carboxylic acid ethyl ester), Cl (hydrochloric acid). Yields the product O=C1C2=C(NC(=C1)C(=O)O)C=CC(C(=C2)O)=O (4,7-Dihydro-4,7-dioxo-6-hydroxy-1H-cyclohepta[b]pyridine-2-carboxylic Acid). As a reaction SMILES: C([O:3][C:4]([C:6]1[NH:11][C:10]2[CH:12]=[CH:13][C:14](=[O:18])[C:15]([OH:17])=[CH:16][C:9]=2[C:8](=[O:19])[CH:7]=1)=[O:5])C.Cl>>[O:19]=[C:8]1[CH:7]=[C:6]([C:4]([OH:5])=[O:3])[NH:11][C:10]2[CH:12]=[CH:13][C:14](=[O:18])[C:15]([OH:17])=[CH:16][C:9]1=2. Procedure: A mixture of 4,7-dihydro-4,7-dioxo-6-hydroxy-1H-cyclohepta[b]pyridine-2-carboxylic acid ethyl ester (2.5 g, described in Example 3) and 19% hydrochloric acid (75 ml) is refluxed for 1 hour and cooled to room temperature. The crystalline precipitate is collected and washed with water, ethanol and ether to obtain the title compound, mp > 270° C. The reactants are C=Cc1nn(Cc2nc3cc(CNC(=O)OC(C)(C)C)ccc3n2CCCCO)c2ccccc12, CO. Reaction SMILES: [C:1]([CH3:2])([CH3:3])([CH3:4])[O:5][C:6]([NH:7][CH2:8][c:9]1[cH:10][c:11]2[c:12]([n:13]([CH2:28][CH2:29][CH2:30][CH2:31][OH:32])[c:14]([CH2:16][n:17]3[n:18][c:19]([CH:26]=[CH2:27])[c:20]4[cH:21][cH:22][cH:23][cH:24][c:25]34)[n:15]2)[cH:33][cH:34]1)=[O:35].[CH3:36][OH:37]>>[C:1]([CH3:2])([CH3:3])([CH3:4])[O:5][C:6]([NH:7][CH2:8][c:9]1[cH:10][c:11]2[c:12]([n:13]([CH2:28][CH2:29][CH2:30][CH2:31][OH:32])[c:14]([CH2:16][n:17]3[n:18][c:19]([CH2:26][CH3:27])[c:20]4[cH:21][cH:22][cH:23][cH:24][c:25]34)[n:15]2)[cH:33][cH:34]1)=[O:35]. The product is CCc1nn(Cc2nc3cc(CNC(=O)OC(C)(C)C)ccc3n2CCCCO)c2ccccc12. Reaction SMILES: [C:1](#[N:2])[c:3]1[cH:4][cH:5][c:6]([O:7][CH2:8][CH2:9][CH2:10][CH2:11][CH2:12][O:13][c:14]2[cH:15][cH:16][c:17]([C:27](=[O:28])[N:29]([CH:30]([CH3:31])[CH3:32])[CH:33]([CH3:34])[CH3:35])[c:18]([O:19][C:20]([C:21](=[O:22])[OH:23])([CH3:24])[CH3:25])[cH:26]2)[cH:36][cH:37]1.[CH2:39]([CH3:40])[N:41]=[C:42]=[N:43][CH2:44][CH2:45][CH2:46][N:47]([CH3:48])[CH3:49].[CH3:60][CH2:61][OH:62].[Cl:63][CH2:64][Cl:65].[ClH:38].[OH:50][c:51]1[c:52]2[n:53][n:54][nH:55][c:56]2[cH:57][cH:58][cH:59]1>>[C:1](#[N:2])[c:3]1[cH:4][cH:5][c:6]([O:7][CH2:8][CH2:9][CH2:10][CH2:11][CH2:12][O:13][c:14]2[cH:15][cH:16][c:17]([C:27](=[O:28])[N:29]([CH:30]([CH3:31])[CH3:32])[CH:33]([CH3:34])[CH3:35])[c:18]([O:19][C:20]([C:21](=[O:22])[O:23][CH2:39][CH3:40])([CH3:24])[CH3:25])[cH:26]2)[cH:36][cH:37]1. Product: CCOC(=O)C(C)(C)Oc1cc(OCCCCCOc2ccc(C#N)cc2)ccc1C(=O)N(C(C)C)C(C)C. Starting materials: CC(C)N(C(=O)c1ccc(OCCCCCOc2ccc(C#N)cc2)cc1OC(C)(C)C(=O)O)C(C)C, CCN=C=NCCCN(C)C, CCO, ClCCl, Cl, Oc1cccc2[nH]nnc12. Reactants: CCO, O=C(O)CCC(=O)c1ccc(-c2ccc(Cl)s2)cc1, Cl, Cl, NO, [Na+], [Na+], O=C([O-])[O-]. Product: O=C(O)CCC(=NO)c1ccc(-c2ccc(Cl)s2)cc1. As a reaction SMILES: [CH3:30][CH2:31][OH:32].[Cl:1][c:2]1[cH:3][cH:4][c:5](-[c:7]2[cH:8][cH:9][c:10]([C:13]([CH2:14][CH2:15][C:16](=[O:17])[OH:18])=[O:19])[cH:11][cH:12]2)[s:6]1.[ClH:20].[ClH:29].[NH2:21][OH:22].[Na+:23].[Na+:24].[O-:25][C:26](=[O:27])[O-:28]>>[Cl:1][c:2]1[cH:3][cH:4][c:5](-[c:7]2[cH:8][cH:9][c:10]([C:13]([CH2:14][CH2:15][C:16](=[O:17])[OH:18])=[N:21][OH:22])[cH:11][cH:12]2)[s:6]1.